From a dataset of the Open Reaction Database (ORD), a public repository of structured organic reaction records. describe an organic reaction: reactants, conditions, products, and yield The reactants are CC1(C2C(C(C1CC2)=O)=O)C (7,7-dimethyl-bicyclo[2.2.1]heptane-2,3-dione), COP(OC)(=O)CC(CC1(CC1)C)=O ([3-(1-methyl-cyclopropyl)-2-oxo-propyl]-phosphonic acid dimethyl ester), O.NN (hydrazine monohydrate). Product: CC1(C2C=3C=C(N=NC3C1CC2)CC2(CC2)C)C ((5RS,8SR)-9,9-dimethyl-3-[(1-methylcyclopropyl)methyl]-5,6,7,8-tetrahydro-5,8-methanocinnoline). As a reaction SMILES: [CH3:1][C:2]1([CH3:11])[CH:6]2[CH2:7][CH2:8][CH:3]1[C:4](=O)[C:5]2=O.COP([CH2:18][C:19](=O)[CH2:20][C:21]1([CH3:24])[CH2:23][CH2:22]1)(=O)OC.O.[NH2:27][NH2:28]>>[CH3:1][C:2]1([CH3:11])[CH:6]2[CH2:7][CH2:8][CH:3]1[C:4]1[CH:18]=[C:19]([CH2:20][C:21]3([CH3:24])[CH2:23][CH2:22]3)[N:27]=[N:28][C:5]=12 |f:2.3|. Procedure: Light-yellow solid MS (ESI): 243.1 (MH+). Prepared from 7,7-dimethyl-bicyclo[2.2.1]heptane-2,3-dione (R. F. Childs et al., J. Am. Chem. Soc.; 1980; 102; 4159), [3-(1-methyl-cyclopropyl)-2-oxo-propyl]-phosphonic acid dimethyl ester, hydrazine monohydrate. Starting materials: O=C1CCN(CC1)C(=O)OC(C)(C)C (tert-butyl 4-oxo-1-piperidinecarboxylate), BrC1=C(C=CC=C1)C(F)(F)F (1-bromo-2-(trifluoromethyl)benzene), solution, C(CCC)[Li] (n-butyllithium). The solvent is C1CCOC1 (THF), C1CCOC1 (THF), CCCCCC (hexane). Run at time 40 minute. Product: OC1(CCN(CC1)C(=O)OC(C)(C)C)C1=C(C=CC=C1)C(F)(F)F (tert-Butyl 4-hydroxy-4-[2-(trifluoromethyl)phenyl]piperidine-1-carboxylate). Yield: 45.2%. RXN SMILES: Br[C:2]1[CH:7]=[CH:6][CH:5]=[CH:4][C:3]=1[C:8]([F:11])([F:10])[F:9].C([Li])CCC.[O:17]=[C:18]1[CH2:23][CH2:22][N:21]([C:24]([O:26][C:27]([CH3:30])([CH3:29])[CH3:28])=[O:25])[CH2:20][CH2:19]1>C1COCC1.CCCCCC>[OH:17][C:18]1([C:2]2[CH:7]=[CH:6][CH:5]=[CH:4][C:3]=2[C:8]([F:11])([F:10])[F:9])[CH2:19][CH2:20][N:21]([C:24]([O:26][C:27]([CH3:30])([CH3:29])[CH3:28])=[O:25])[CH2:22][CH2:23]1. Procedure: To a solution of 1-bromo-2-(trifluoromethyl)benzene (1.18 g, 5.24 mmol) in THF (20 mL) cooled at −78° C. was dropwise added a 1.60 M solution of n-butyllithium in hexane (3.4 mL). After being stirred for 40 min; a solution of tert-butyl 4-oxo-1-piperidinecarboxylate (1.0 g, 5.0 mmol) in THF (3 mL) was added and the solution stirred for 1 h at −78° C. The reaction was quenched with saturated ammonium chloride. The resulting solution was extracted with methylene chloride three times. The combined ...